From a dataset of the Open Reaction Database (ORD), a public repository of structured organic reaction records. describe an organic reaction: reactants, conditions, products, and yield Reaction SMILES: [CH3:19][C:20](=[O:21])[CH3:22].[CH:11]([CH3:12])([CH3:13])[OH:14].[Cl:16][CH2:17][Cl:18].[N+:1](=[O:2])([O-:3])[c:4]1[cH:5][cH:6][c:7]([CH:9]=[O:10])[s:8]1.[OH2:15]>>[N+:1](=[O:2])([O-:3])[c:4]1[cH:5][cH:6][c:7]([C:9](=[O:10])[OH:14])[s:8]1. The reactants are CC(C)=O, CC(C)O, ClCCl, O=Cc1ccc([N+](=O)[O-])s1, O. Yields the product O=C(O)c1ccc([N+](=O)[O-])s1. Reactants: C=C1CCN(c2ccc(Br)cc2)C1=O, COCCN1CCNCC1, COCCOC, O. The product is COCCN1CCN(CC2CCN(c3ccc(Br)cc3)C2=O)CC1. As a reaction SMILES: [Br:1][c:2]1[cH:3][cH:4][c:5]([N:8]2[C:9](=[O:14])[C:10](=[CH2:13])[CH2:11][CH2:12]2)[cH:6][cH:7]1.[CH3:15][O:16][CH2:17][CH2:18][N:19]1[CH2:20][CH2:21][NH:22][CH2:23][CH2:24]1.[CH3:25][O:26][CH2:27][CH2:28][O:29][CH3:30].[OH2:31]>>[Br:1][c:2]1[cH:3][cH:4][c:5]([N:8]2[C:9](=[O:14])[CH:10]([CH2:13][N:22]3[CH2:21][CH2:20][N:19]([CH2:18][CH2:17][O:16][CH3:15])[CH2:24][CH2:23]3)[CH2:11][CH2:12]2)[cH:6][cH:7]1. The reactants are C(C)(C)(C)C=1N=C(C=2C(N1)=NN(N2)CC)N2CC(CC2)(F)F (5-tert-Butyl-7-(3,3-difluoro-pyrrolidin-1-yl)-2-ethyl-2H-[1,2,3]triazolo[4,5-d]pyrimidine), C(C)(C)(C)C=1N=C(C2=C(N1)NN=N2)N2CC(CC2)(F)F (5-tert-butyl-7-(3,3-difluoropyrrolidin-1-yl)-3H-[1,2,3]triazolo[4,5-d]pyrimidine), Br.BrCC=1C(=NC=CC1)Cl (3-(bromomethyl)-2-chloropyridine hydrobromide). The product is C(C)(C)(C)C=1N=C(C=2C(N1)=NN(N2)CC=2C(=NC=CC2)Cl)N2CC(CC2)(F)F (5-tert-Butyl-2-(2-chloro-pyridin-3-ylmethyl)-7-(3,3-difluoro-pyrrolidin-1-yl)-2H-[1,2,3]triazolo[4,5-d]pyrimidine). Reaction SMILES: [C:1]([C:5]1[N:6]=[C:7]([N:16]2[CH2:20][CH2:19][C:18]([F:22])([F:21])[CH2:17]2)[C:8]2[C:9](=[N:11][N:12]([CH2:14][CH3:15])[N:13]=2)[N:10]=1)([CH3:4])([CH3:3])[CH3:2].C(C1N=C(N2CCC(F)(F)C2)C2N=NNC=2N=1)(C)(C)C.Br.BrCC1[C:47]([Cl:52])=[N:48][CH:49]=[CH:50][CH:51]=1>>[C:1]([C:5]1[N:6]=[C:7]([N:16]2[CH2:20][CH2:19][C:18]([F:21])([F:22])[CH2:17]2)[C:8]2[C:9](=[N:11][N:12]([CH2:14][C:15]3[C:47]([Cl:52])=[N:48][CH:49]=[CH:50][CH:51]=3)[N:13]=2)[N:10]=1)([CH3:2])([CH3:3])[CH3:4] |f:2.3|. Reported procedure: In analogy to the procedure described for the synthesis of 5-tert-butyl-7-(3,3-difluoro-pyrrolidin-1-yl)-2-ethyl-2H-[1,2,3]triazolo[4,5-d]pyrimidine (example 3, step b), the title compound was prepared from 5-tert-butyl-7-(3,3-difluoropyrrolidin-1-yl)-3H-[1,2,3]triazolo[4,5-d]pyrimidine and 3-(bromomethyl)-2-chloropyridine hydrobromide and isolated as light yellow gum. MS (m/e): 408.3 (MH+). Reactants: N(=NC(=O)[O-])C(=O)[O-] (azodicarboxylate), OC=1C=C2C(=CN=CC2=CC1)CCCC(F)(F)F (6-Hydroxy-4-(4,4,4-trifluoro-butyl)-isoquinoline), C(=O)(OC(C)(C)C)N1CCC(CC1)O (Boc-(4-hydroxy)piperidine), Diphenyl-[4-[1H,1H,2H,2H-perfluorodecyl]phenyl]phosphine. Solvent: O1CCCC1 (tetrahydrofuran). Conditions: time 8 hour. Yields the product C(C)(C)(C)OC(=O)N1CCC(CC1)OC=1C=C2C(=CN=CC2=CC1)CCCC(F)(F)F (4-[4-(4,4,4-Trifluoro-butyl)-isoquinolin-6-yloxy]-piperidine-1-carboxylic acid tert-butyl ester). Yield: 26.8%. RXN SMILES: [OH:1][C:2]1[CH:3]=[C:4]2[C:9](=[CH:10][CH:11]=1)[CH:8]=[N:7][CH:6]=[C:5]2[CH2:12][CH2:13][CH2:14][C:15]([F:18])([F:17])[F:16].[C:19]([N:26]1[CH2:31][CH2:30][CH:29](O)[CH2:28][CH2:27]1)([O:21][C:22]([CH3:25])([CH3:24])[CH3:23])=[O:20].N(C([O-])=O)=NC([O-])=O>O1CCCC1>[C:22]([O:21][C:19]([N:26]1[CH2:31][CH2:30][CH:29]([O:1][C:2]2[CH:3]=[C:4]3[C:9](=[CH:10][CH:11]=2)[CH:8]=[N:7][CH:6]=[C:5]3[CH2:12][CH2:13][CH2:14][C:15]([F:18])([F:16])[F:17])[CH2:28][CH2:27]1)=[O:20])([CH3:25])([CH3:23])[CH3:24]. Reported procedure: 100 mg of compound 88, 118 mg of Boc-(4-hydroxy)piperidine and 416 mg of Diphenyl-[4-[1H,1H,2H,2H-perfluorodecyl]phenyl]phosphine were dissolved in 5 mL of dry tetrahydrofuran. 208 mg of Bis (1H, 2H, 2H, 3H, 3H-perfluorononyl)-azodicarboxylate were added and the reaction was allowed to stir overnight. The mixture was evaporated to dryness and filtered over a 5 g Fluoro-Flash cartridge. The obtained crude product was purified by preparative HPLC to yield 46 mg of the desired product. The reactants are ClC=1C=C(C=CC1Cl)C[C@@H]1N(CC[C@H](C1)NC1=NC2=C(N1CCOCC)C=CC=C2)C(=O)OCC ((±)-ethyl trans-2-[(3,4-dichlorophenyl)methyl]-4-[[1-(2-ethoxyethyl)-1H-benzimidazol-2-yl]amino]-1-piperidinecarboxylate), [OH-].[K+] (KOH). Run in CC(C)O (2-propanol). Yields the product ClC=1C=C(C=CC1Cl)C[C@@H]1NCC[C@H](C1)NC1=NC2=C(N1CCOCC)C=CC=C2 ((±)-trans-N-[2-[(3,4-dichlorophenyl)methyl]-4-piperidinyl]-1-(2-ethoxyethyl)-1H-benzimidazol-2-amine). Yield: 51.1%. RXN SMILES: [Cl:1][C:2]1[CH:3]=[C:4]([CH2:9][C@H:10]2[CH2:15][C@H:14]([NH:16][C:17]3[N:21]([CH2:22][CH2:23][O:24][CH2:25][CH3:26])[C:20]4[CH:27]=[CH:28][CH:29]=[CH:30][C:19]=4[N:18]=3)[CH2:13][CH2:12][N:11]2C(OCC)=O)[CH:5]=[CH:6][C:7]=1[Cl:8].[OH-].[K+]>CC(O)C>[Cl:1][C:2]1[CH:3]=[C:4]([CH2:9][C@H:10]2[CH2:15][C@H:14]([NH:16][C:17]3[N:21]([CH2:22][CH2:23][O:24][CH2:25][CH3:26])[C:20]4[CH:27]=[CH:28][CH:29]=[CH:30][C:19]=4[N:18]=3)[CH2:13][CH2:12][NH:11]2)[CH:5]=[CH:6][C:7]=1[Cl:8] |f:1.2|. Procedure: A mixture of (±)-ethyl trans-2-[(3,4-dichlorophenyl)methyl]-4-[[1-(2-ethoxyethyl)-1H-benzimidazol-2-yl]amino]-1-piperidinecarboxylate (2.5 g) and KOH (2.8 g) in 2-propanol (50 ml) was stirred and refluxed for 48 hours. The solvent was evaporated. The residue was partitioned between water and CH2Cl2. The organic layer was separated, dried, filtered and the solvent evaporated. The residue was purified by column chromatography over silica gel (eluent: CH2Cl2 /(CH3OH/NH3) 95/5, upgrading to 90/10). ... Starting materials: FC=1C=C2C(=C(C=NC2=CC1N1C=CC=C1)C(=O)OCC)O (ethyl 6-fluoro-7-(pyrrol-1-yl)-4-hydroxyquinoline-3-carboxylate), C([O-])([O-])=O.[K+].[K+] (potassium carbonate), CCCBr (n-propyl bromide). Solvent: O (water). The product is FC=1C=C2C(C(=CN(C2=CC1N1C=CC=C1)CCC)C(=O)OCC)=O (ethyl 6-fluoro-7-(pyrrol-1-yl)-1-propyl-4-oxo-1,4-dihydroquinoline-3-carboxylate). The yield is 70.1%. Reaction SMILES: [F:1][C:2]1[CH:3]=[C:4]2[C:9](=[CH:10][C:11]=1[N:12]1[CH:16]=[CH:15][CH:14]=[CH:13]1)[N:8]=[CH:7][C:6]([C:17]([O:19][CH2:20][CH3:21])=[O:18])=[C:5]2[OH:22].C(=O)([O-])[O-].[K+].[K+].[CH3:29][CH2:30][CH2:31]Br>O>[F:1][C:2]1[CH:3]=[C:4]2[C:9](=[CH:10][C:11]=1[N:12]1[CH:16]=[CH:15][CH:14]=[CH:13]1)[N:8]([CH2:29][CH2:30][CH3:31])[CH:7]=[C:6]([C:17]([O:19][CH2:20][CH3:21])=[O:18])[C:5]2=[O:22] |f:1.2.3|. Procedure details: A mixture of 3 g (0.01 mol) of ethyl 6-fluoro-7-(pyrrol-1-yl)-4-hydroxyquinoline-3-carboxylate, 2.8 g (0.02 mol) of potassium carbonate and 6 g (0.04 mol) of n-propyl bromide is heated for 5 hours at 80°-90° C. and left to cool, water is added and the precipitate formed is filtered off, washed with water and recrystallized from ethanol to give 2.4 g of a solid melting at 128°-130° C. Reactants: C(C)(=O)NC=1C=CC2=C(C3=CC=C(C=C3N=C2C1)N)N (3-Acetamidyl-6,9-diaminoacridine), C(C)(=O)OC(C)=O (Acetic anhydride). The solvent is C(C)(=O)O (acetic acid). Run at time 10 minute. Product: C(C)(=O)NC=1C=CC2=C(C3=CC=C(C=C3N=C2C1)NC(C)=O)N (3,6-Diacetamidyl-9-aminoacridine). Reaction SMILES: [C:1]([NH:4][C:5]1[CH:6]=[CH:7][C:8]2[C:17]([CH:18]=1)=[N:16][C:15]1[C:10](=[CH:11][CH:12]=[C:13]([NH2:19])[CH:14]=1)[C:9]=2[NH2:20])(=[O:3])[CH3:2].[C:21](OC(=O)C)(=[O:23])[CH3:22]>C(O)(=O)C>[C:21]([NH:19][C:13]1[CH:12]=[CH:11][C:10]2[C:15]([CH:14]=1)=[N:16][C:17]1[C:8](=[CH:7][CH:6]=[C:5]([NH:4][C:1](=[O:3])[CH3:2])[CH:18]=1)[C:9]=2[NH2:20])(=[O:23])[CH3:22]. Procedure details: 3-Acetamidyl-6,9-diaminoacridine (10 mg, 0.048 mmol) was dissolved in acetic acid (5 mL) and heated at reflux under a nitrogen atmosphere. Acetic anhydride (4.7 μL, 0.05 mmol) was added and reflux was continued for 10 min. On cooling to room temperature, the solution was concentrated to dryness and the residue was dissolved in water (10 mL) and washed with DCM (3×10 mL). The aqueous layer was lyophilised to give a brown solid. The reactants are Cc1ccccc1, ClCCl, CNc1cc(F)ccc1C(=O)CSC, O=C(OO)c1cccc(Cl)c1. Reaction SMILES: [CH3:26][c:27]1[cH:28][cH:29][cH:30][cH:31][cH:32]1.[Cl:33][CH2:34][Cl:35].[F:12][c:13]1[cH:14][c:15]([NH:24][CH3:25])[c:16]([C:19]([CH2:20][S:21][CH3:22])=[O:23])[cH:17][cH:18]1.[OH:1][O:2][C:3]([c:4]1[cH:5][c:6]([Cl:7])[cH:8][cH:9][cH:10]1)=[O:11]>>[O:1]=[S:21]([CH2:20][C:19]([c:16]1[c:15]([NH:24][CH3:25])[cH:14][c:13]([F:12])[cH:18][cH:17]1)=[O:23])[CH3:22]. Yields the product CNc1cc(F)ccc1C(=O)CS(C)=O. The reactants are C(C1=CC=CC=C1)O (benzyl alcohol), [NH4+].[Cl-] (NH4Cl), [H-].[Na+] (Sodium hydride), BrC=1C=NC=C(C1)Br (3,5-dibromopyridine). Solvent: CN(C)C=O (DMF), O (water). Run at time 1 hour. The product is C(C1=CC=CC=C1)OC=1C=NC=C(C1)Br (3-Benzyloxy-5-bromopyridine). Isolated yield 72.1%. Reaction SMILES: [H-].[Na+].[CH2:3]([OH:10])[C:4]1[CH:9]=[CH:8][CH:7]=[CH:6][CH:5]=1.[Br:11][C:12]1[CH:13]=[N:14][CH:15]=[C:16](Br)[CH:17]=1.[NH4+].[Cl-]>CN(C=O)C.O>[CH2:3]([O:10][C:16]1[CH:15]=[N:14][CH:13]=[C:12]([Br:11])[CH:17]=1)[C:4]1[CH:9]=[CH:8][CH:7]=[CH:6][CH:5]=1 |f:0.1,4.5|. Reported procedure: Sodium hydride (60% in mineral oil, 40.9 g, 1.0 mol) in DMF (800 mL) was cooled to 0° C., and benzyl alcohol (105 mL, 1.0 mol) was slowly added. After stirring for 1 hour at ambient temperature, 3,5-dibromopyridine (200.4 g, 846 mmol) was added and the mixture allowed to stir for 16 hours. Saturated NH4Cl solution (500 mL) was added followed by water (400 mL), and the mixture was extracted with Et2O (5×300 mL). The combined Et2O extracts were washed with 50% brine (6×300 mL), dried (MgSO4), conc...